This data is from the Open Reaction Database (ORD), a public repository of structured organic reaction records. The task is: describe an organic reaction: reactants, conditions, products, and yield Starting materials: C1CCOC1, [Li+], [OH-], O, O, COC(=O)CC1Cc2ccc(OCCCNc3ncccn3)cc2CNC1=O. Product: O=C(O)CC1Cc2ccc(OCCCNc3ncccn3)cc2CNC1=O. As a reaction SMILES: [CH2:32]1[O:33][CH2:34][CH2:35][CH2:36]1.[Li+:31].[OH-:30].[OH2:29].[OH2:37].[n:1]1[c:2]([NH:7][CH2:8][CH2:9][CH2:10][O:11][c:12]2[cH:13][c:14]3[c:15]([cH:27][cH:28]2)[CH2:16][CH:17]([CH2:22][C:23](=[O:24])[O:25][CH3:26])[C:18](=[O:21])[NH:19][CH2:20]3)[n:3][cH:4][cH:5][cH:6]1>>[n:1]1[c:2]([NH:7][CH2:8][CH2:9][CH2:10][O:11][c:12]2[cH:13][c:14]3[c:15]([cH:27][cH:28]2)[CH2:16][CH:17]([CH2:22][C:23](=[O:24])[OH:25])[C:18](=[O:21])[NH:19][CH2:20]3)[n:3][cH:4][cH:5][cH:6]1. Reactants: C(C)(=O)N1C=2C=CC=CC2N2C3=C(C=CC=C13)C(C(=C2)CC=2C=NC=CC2)=O (7-acetyl-2-(3-pyridylmethyl)-3H,7H-pyrido[3,2,1-de]phenazin-3-one), N1CCCCC1 (piperidine). Run in C(C)O (ethanol). Yields the product N1=CC(=CC=C1)CC=1C(C=2C=CC=C3NC=4C=CC=CC4N(C23)C1)=O (2-(3-pyridylmethyl)-3H,7H-pyrido[3,2,1-de]phenazin-3-one). The yield is 26.0%. RXN SMILES: C([N:4]1[C:17]2[C:12]3=[C:13]([C:18](=[O:28])[C:19]([CH2:21][C:22]4[CH:23]=[N:24][CH:25]=[CH:26][CH:27]=4)=[CH:20][N:11]3[C:10]3[CH:9]=[CH:8][CH:7]=[CH:6][C:5]1=3)[CH:14]=[CH:15][CH:16]=2)(=O)C.N1CCCCC1>C(O)C>[N:24]1[CH:25]=[CH:26][CH:27]=[C:22]([CH2:21][C:19]2[C:18](=[O:28])[C:13]3[CH:14]=[CH:15][CH:16]=[C:17]4[C:12]=3[N:11]([CH:20]=2)[C:10]2[CH:9]=[CH:8][CH:7]=[CH:6][C:5]=2[NH:4]4)[CH:23]=1. Procedure: The compound (500 mg) obtained in Example 9 was suspended in ethanol (20 mL) and to the suspension was added piperidine (2 mL). The mixture was heated under reflux for 30 hours under an argon atmosphere and allowed to cool. The solvent was evaporated under reduced pressure. The residue was purified by silica gel column chromatography (eluent: hexane/ethyl acetate =1:1) to obtain the title compound (115 mg; 26%) Reactants: C1=C2C(=CC(=C1F)F)NC(=O)C=C2Cl, C[C@H]1C[C@@H](CCN1C(=O)C2=C(N(N=C2)C)Cl)N. Reagents/catalysts: C(=O)([O-])[O-].[Cs+].[Cs+], C1=CC=C(C=C1)P(C2=CC=CC=C2)C3=C(C4=CC=CC=C4C=C3)C5=C(C=CC6=CC=CC=C65)P(C7=CC=CC=C7)C8=CC=CC=C8, CC(=O)O.CC(=O)O.[Pd]. Run in CC1=CC=CC=C1. Conditions: temperature 140 celsius. Product: C[C@H]1C[C@@H](CCN1C(=O)C2=C(N(N=C2)C)Cl)NC3=CC(=O)NC4=CC(=C(C=C43)F)F. Isolated yield 8.5%. Reported procedure: In a 25ml Biotage microwave vial, 4-chloro-6,7-difluoroquinolin-2(1H)-one (0.175 g, 0.81 mmol), ((2S,4R)-4-amino-2-methylpiperidin-1-yl)(5-chloro-1-methyl-1H-pyrazol-4-yl)methanone (0.208 g, 0.81 mmol) ,racemic-2,2'-Bis(diphenylphosphino)-1,1'-binaphthyl (0.051 g, 0.08 mmol), Cesium carbonate (0.793 g, 2.44 mmol), Palladium (II) acetate (0.018 g, 0.08 mmol) were taken were taken in toluene (10 mL) to give brown suspension. The reaction mass was subjected to microwave irradiation at 140 oC for 1 ...